Dataset: the Open Reaction Database (ORD), a public repository of structured organic reaction records. Task: describe an organic reaction: reactants, conditions, products, and yield The reactants are [O-]C#N.[K+] (potassium cyanate), ClC1=CC(=C(C=C1C1SCCCS1)NN=CC)F (acetaldehyde 4-chloro-2-fluoro-5-(1,3-dithian-2-yl)phenylhydrazone), ClC1=CC(=C(C=C1C1SCCCS1)NN=CC)F (acetaldehyde 4-chloro-2-fluoro-5-(1,3-dithian-2-yl)phenylhydrazone), Cl[O-].[Na+] (sodium hypochlorite), [O-]C#N.[K+] (potassium cyanate). Run in C(C)(=O)OCC (ethyl acetate), O (water), C(C)(=O)O (acetic acid). Reaction conditions: temperature 15 celsius, time 1.5 hour. The product is ClC1=CC(=C(C=C1C1SCCCS1)N1N=C(NC1=O)C)F (1-[4-chloro-2-fluoro-5-(1,3-dithian-2-yl)phenyl]-4,5-dihydro-3-methyl-1,2,4-triazol-5(1H)-one). RXN SMILES: [Cl:1][C:2]1[C:7]([CH:8]2[S:13][CH2:12][CH2:11][CH2:10][S:9]2)=[CH:6][C:5]([NH:14][N:15]=[CH:16][CH3:17])=[C:4]([F:18])[CH:3]=1.[O-:19][C:20]#[N:21].[K+].Cl[O-].[Na+]>C(O)(=O)C.O.C(OCC)(=O)C>[Cl:1][C:2]1[C:7]([CH:8]2[S:9][CH2:10][CH2:11][CH2:12][S:13]2)=[CH:6][C:5]([N:14]2[C:20](=[O:19])[NH:21][C:16]([CH3:17])=[N:15]2)=[C:4]([F:18])[CH:3]=1 |f:1.2,3.4|. Procedure: To a stirred mixture of 5.00 g (0.0145 mole) of acetaldehyde 4-chloro-2-fluoro-5-(1,3-dithian-2-yl)phenylhydrazone in 50 mL of acetic acid is added dropwise a solution of 1.38 g (0.017 mole) of potassium cyanate in 5 mL of water. This mixture is stirred at 15° C. for approximately 1.5 hour. Additional aqueous potassium cyanate solution may be added if analysis of the reaction mixture by thin layer chromatography indicates the presence of acetaldehyde 4-chloro-2-fluoro-5-(1,3-dithian-2-yl)phenylh... The reactants are C1(CCCC1)N[C@H]1CN(CC1)C(=O)OC(C)(C)C ((R)-tert-butyl 3-(cyclopentylamino)pyrrolidine-1-carboxylate), BrCC#C (3-bromo-1-propyne), C(=O)([O-])[O-].[K+].[K+] (K2CO3). Solvent: C(C)#N (acetonitrile). The product is C1(CCCC1)N([C@H]1CN(CC1)C(=O)OC(C)(C)C)CC#C ((R)-tert-butyl 3-(cyclopentyl(prop-2-ynyl)amino)pyrrolidine-1-carboxylate). RXN SMILES: [CH:1]1([NH:6][C@@H:7]2[CH2:11][CH2:10][N:9]([C:12]([O:14][C:15]([CH3:18])([CH3:17])[CH3:16])=[O:13])[CH2:8]2)[CH2:5][CH2:4][CH2:3][CH2:2]1.Br[CH2:20][C:21]#[CH:22].C([O-])([O-])=O.[K+].[K+]>C(#N)C>[CH:1]1([N:6]([CH2:22][C:21]#[CH:20])[C@@H:7]2[CH2:11][CH2:10][N:9]([C:12]([O:14][C:15]([CH3:18])([CH3:17])[CH3:16])=[O:13])[CH2:8]2)[CH2:2][CH2:3][CH2:4][CH2:5]1 |f:2.3.4|. Procedure details: A mixture of (R)-tert-butyl 3-(cyclopentylamino)pyrrolidine-1-carboxylate (200 mg, 0.78 mmol), 3-bromo-1-propyne (140 mg, 1.18 mmol) and K2CO3 (217 mg, 1.57 mmol) in acetonitrile (3 mL) was stirred at reflux for overnight. The volatiles were removed under reduced pressure. The residue was purified by chromatography on silica gel (PE/EtOAc=4:1) to give the title compound. MS (m/z): 293 (M+H)+. Starting materials: C(C)(C)(C)C1=NN(C(=C1)NC(=O)N[C@H]1CC[C@H](C2=CC=CC=C12)OC=1C=CC=2N(C1)C(=NN2)N2[C@H](CCC[C@H]2C)C)C=2C=C(COS(=O)(=O)C)C=CC2 (Methanesulfonic acid 3-[3-tert-butyl-5-(3-{(1S,4R)-4-[3-((2S,6R)-2,6-dimethyl-piperidin-1-yl)-[1,2,4]triazolo[4,3-a]pyridin-6-yloxy]-1,2,3,4-tetrahydro-naphthalen-1-yl}-ureido)-pyrazol-1-yl]-benzyl ester), CN1CCNCC1 (N-methylpiperazine), C1CCOC1 (THF). Run at temperature 50 celsius, time 24 hour. Product: C(=O)O.C(C)(C)(C)C=1C=C(N(N1)C1=CC(=CC=C1)CN1CCN(CC1)C)NC(=O)N[C@H]1CC[C@H](C2=CC=CC=C12)OC=1C=CC=2N(C1)C(=NN2)N2[C@H](CCC[C@H]2C)C (1-{5-tert-Butyl-2-[3-(4-methyl-piperazin-1-ylmethyl)-phenyl]-2H-pyrazol-3-yl}-3-{(1S,4R)-4-[3-((2S,6R)-2,6-dimethyl-piperidin-1-yl)-[1,2,4]triazolo[4,3-a]pyridin-6-yloxy]-1,2,3,4-tetrahydro-naphthalen-1-yl}-urea formate salt). The yield is 19.0%. As a reaction SMILES: [C:1]([C:5]1[CH:9]=[C:8]([NH:10][C:11]([NH:13][C@@H:14]2[C:23]3[C:18](=[CH:19][CH:20]=[CH:21][CH:22]=3)[C@H:17]([O:24][C:25]3[CH:26]=[CH:27][C:28]4[N:29]([C:31]([N:34]5[C@H:39]([CH3:40])[CH2:38][CH2:37][CH2:36][C@@H:35]5[CH3:41])=[N:32][N:33]=4)[CH:30]=3)[CH2:16][CH2:15]2)=[O:12])[N:7]([C:42]2[CH:43]=[C:44]([CH:51]=[CH:52][CH:53]=2)[CH2:45][O:46]S(C)(=O)=O)[N:6]=1)([CH3:4])([CH3:3])[CH3:2].[CH3:54][N:55]1[CH2:60][CH2:59][NH:58][CH2:57][CH2:56]1.C1C[O:64]CC1>>[CH:45]([OH:46])=[O:64].[C:1]([C:5]1[CH:9]=[C:8]([NH:10][C:11]([NH:13][C@@H:14]2[C:23]3[C:18](=[CH:19][CH:20]=[CH:21][CH:22]=3)[C@H:17]([O:24][C:25]3[CH:26]=[CH:27][C:28]4[N:29]([C:31]([N:34]5[C@H:39]([CH3:40])[CH2:38][CH2:37][CH2:36][C@@H:35]5[CH3:41])=[N:32][N:33]=4)[CH:30]=3)[CH2:16][CH2:15]2)=[O:12])[N:7]([C:42]2[CH:43]=[CH:44][CH:45]=[C:52]([CH2:51][N:58]3[CH2:59][CH2:60][N:55]([CH3:54])[CH2:56][CH2:57]3)[CH:53]=2)[N:6]=1)([CH3:3])([CH3:4])[CH3:2] |f:3.4|. Procedure details: To a solution of Intermediate 130b (0.25 mmol) in THF (2.5 mL) was added N-methylpiperazine (277 μL, 2.50 mmol) and the reaction stirred at 50° C. for 24 h. After cooling, the mixture was partitioned between EtOAc and water. The aqueous phase was extracted with EtOAc (×3) and the combined organic layers were washed with brine, dried (MgSO4) and concentrated in vacuo. The resulting residue was purified by FCC on silica, using a gradient of 0-10% [2M NH3 in MeOH] in DCM, followed by MDAP (Method 7... Reactants: CON(C)C(=O)C(Cc1ccccc1F)NC(=O)OC(C)(C)C, Cc1cc(F)ccc1C(=O)NC(C)(C)C. Yields the product CC(C)(C)NC(=O)c1ccc(F)cc1CC(=O)C(Cc1ccccc1F)NC(=O)OC(C)(C)C. As a reaction SMILES: [C:1]([CH3:2])([CH3:3])([CH3:4])[O:5][C:6]([NH:7][CH:8]([CH2:9][c:10]1[c:11]([F:16])[cH:12][cH:13][cH:14][cH:15]1)[C:17]([N:18]([O:19][CH3:20])[CH3:21])=[O:22])=[O:23].[C:24]([CH3:25])([CH3:26])([CH3:27])[NH:28][C:29]([c:30]1[c:31]([CH3:37])[cH:32][c:33]([F:36])[cH:34][cH:35]1)=[O:38]>>[C:1]([CH3:2])([CH3:3])([CH3:4])[O:5][C:6]([NH:7][CH:8]([CH2:9][c:10]1[c:11]([F:16])[cH:12][cH:13][cH:14][cH:15]1)[C:17](=[O:22])[CH2:37][c:31]1[c:30]([C:29]([NH:28][C:24]([CH3:25])([CH3:26])[CH3:27])=[O:38])[cH:35][cH:34][c:33]([F:36])[cH:32]1)=[O:23]. Yields the product [Na].O1COC(C1)COC1=C(C(=NC=C1)CS(=O)C1=NC2=C(N1)C=CC=C2)C (2-(((4-(1,3-dioxolan-4-ylmethoxy)-3-methylpyridin-2-yl)methyl)sulfinyl)-1H-benzimidazole sodium salt). Procedure: The same procedure as in the steps (1c) to (1g) of Example 1 was repeated using glycerol formal (1.76 ml, 20.3 mmol) to obtain the title compound (87 mg, 0.22 mmol) as a beige solid. The reactants are [Na].CC1(COC(OC1)COC1=C(C(=NC=C1)CS(=O)C1=NC2=C(N1)C=CC=C2)C)C (2-(((4-((5,5-dimethyl-1,3-dioxan-2-yl)methoxy)-3-methylpyridin-2-yl)methyl)sulfinyl)-1H-benzimidazole sodium salt), C1C(OCO1)CO (glycerol formal). Reaction SMILES: [Na:1].CC1(C)COC(C[O:10][C:11]2[CH:16]=[CH:15][N:14]=[C:13]([CH2:17][S:18]([C:20]3[NH:24][C:23]4[CH:25]=[CH:26][CH:27]=[CH:28][C:22]=4[N:21]=3)=[O:19])[C:12]=2[CH3:29])OC1.[CH2:31]1[O:35][CH2:34][O:33][CH:32]1[CH2:36]O>>[Na:1].[O:35]1[CH2:31][CH:32]([CH2:36][O:10][C:11]2[CH:16]=[CH:15][N:14]=[C:13]([CH2:17][S:18]([C:20]3[NH:21][C:22]4[CH:28]=[CH:27][CH:26]=[CH:25][C:23]=4[N:24]=3)=[O:19])[C:12]=2[CH3:29])[O:33][CH2:34]1 |f:0.1,3.4,^1:0,37|. Starting materials: COC(=O)c1cccc(CBr)c1, Cl, [H-], [Na+], CN(C)C=O, O=c1[nH]c(-c2ccccc2)c(-c2ccccc2)[nH]1. Product: COC(=O)c1cccc(Cn2c(-c3ccccc3)c(-c3ccccc3)[nH]c2=O)c1. As a reaction SMILES: [Br:21][CH2:22][c:23]1[cH:24][c:25]([C:26](=[O:27])[O:28][CH3:29])[cH:30][cH:31][cH:32]1.[ClH:33].[H-:20].[Na+:19].[O:34]=[CH:35][N:36]([CH3:37])[CH3:38].[c:1]1(-[c:7]2[nH:8][c:9](=[O:18])[nH:10][c:11]2-[c:12]2[cH:13][cH:14][cH:15][cH:16][cH:17]2)[cH:2][cH:3][cH:4][cH:5][cH:6]1>>[c:1]1(-[c:7]2[n:8]([CH2:22][c:23]3[cH:24][c:25]([C:26](=[O:27])[O:28][CH3:29])[cH:30][cH:31][cH:32]3)[c:9](=[O:18])[nH:10][c:11]2-[c:12]2[cH:13][cH:14][cH:15][cH:16][cH:17]2)[cH:2][cH:3][cH:4][cH:5][cH:6]1. Procedure: To a solution of 5,5-diphenyl-2-cyclopenten-1-ol (0.70 g) in pyridine (5 ml) were added acetic anhydride (0.84 ml) and catalytic amount of 4-dimethylaminopyridine at room temperature. After being stirred for 30 minutes, the pH of the reaction mixture was adjusted to 1.0 with diluted hydrochloric acid and extracted with ethyl acetate. The extract was washed with brine, dried over magnesium sulfate and evaporated in vacuo to give 5,5-diphenyl-2-cyclopentenyl acetate (0.82 g). Product: C(C)(=O)OC1C=CCC1(C1=CC=CC=C1)C1=CC=CC=C1 (5,5-diphenyl-2-cyclopentenyl acetate). The reagents and catalysts are CN(C1=CC=NC=C1)C (4-dimethylaminopyridine). Conditions: time 30 minute. As a reaction SMILES: [C:1]1([C:7]2([C:13]3[CH:18]=[CH:17][CH:16]=[CH:15][CH:14]=3)[CH:11]([OH:12])[CH:10]=[CH:9][CH2:8]2)[CH:6]=[CH:5][CH:4]=[CH:3][CH:2]=1.[C:19](OC(=O)C)(=[O:21])[CH3:20].Cl>N1C=CC=CC=1.CN(C)C1C=CN=CC=1>[C:19]([O:12][CH:11]1[C:7]([C:13]2[CH:18]=[CH:17][CH:16]=[CH:15][CH:14]=2)([C:1]2[CH:2]=[CH:3][CH:4]=[CH:5][CH:6]=2)[CH2:8][CH:9]=[CH:10]1)(=[O:21])[CH3:20]. The solvent is N1=CC=CC=C1 (pyridine). The reactants are Cl (hydrochloric acid), C1(=CC=CC=C1)C1(CC=CC1O)C1=CC=CC=C1 (5,5-diphenyl-2-cyclopenten-1-ol), C(C)(=O)OC(C)=O (acetic anhydride).